This data is from the Open Reaction Database (ORD), a public repository of structured organic reaction records. The task is: describe an organic reaction: reactants, conditions, products, and yield The reactants are Cl (hydrochloric acid), ClCCC(C)(O)C1=CC=C(C=C1)C1=CC=C(C=C1)N (1-chloro-3-(4'-amino-4-biphenylyl)-butan-3-ol), diazonium salt, Cu2Cl2, N(=O)[O-].[Na+] (NaNO2), [Na+].[Cl-] (NaCl). Reagents/catalysts: S(=O)(=O)([O-])[O-].[Cu+2] (copper sulfate). The solvent is O (water), O (water). Yields the product ClCCC(C)(O)C1=CC=C(C=C1)C1=CC=C(C=C1)Cl (1-chloro-3-(4'-chloro-4-biphenylyl)-butan-3-ol). As a reaction SMILES: [Cl:1][CH2:2][CH2:3][C:4]([C:7]1[CH:12]=[CH:11][C:10]([C:13]2[CH:18]=[CH:17][C:16](N)=[CH:15][CH:14]=2)=[CH:9][CH:8]=1)([OH:6])[CH3:5].[ClH:20].N([O-])=O.[Na+].[Na+].[Cl-]>S([O-])([O-])(=O)=O.[Cu+2].O>[Cl:1][CH2:2][CH2:3][C:4]([C:7]1[CH:12]=[CH:11][C:10]([C:13]2[CH:18]=[CH:17][C:16]([Cl:20])=[CH:15][CH:14]=2)=[CH:9][CH:8]=1)([OH:6])[CH3:5] |f:2.3,4.5,6.7|. Reported procedure: 2.78 g. of 1-chloro-3-(4'-amino-4-biphenylyl)-butan-3-ol are dissolved in 30 ml. of 10% hydrochloric acid, a solution of 0.7 g. of NaNO2 in 2 ml. of water is added at 0°-5°, the resulting diazonium salt solution is added slowly dropwise to a hot solution of Cu2Cl2 (obtained by passing SO2 into a hot solution of 2.1 g. of copper sulfate and 2.6 g. of NaCl in 13 ml. of water) and the mixture is heated to 90°-95° for a further 30 minutes, cooled and worked up in the customary manner to give 1-chlor... Reactants: C(C)OC1=CC=C(COC=2C=CC3=C(C=C(O3)C(C)=O)C2)C=C1 (1-{5-[(4-ethoxybenzyl)oxy]-1-benzofuran-2-yl}ethanone), [BH4-].[Na+] (sodium borohydride), O (Water). Run in CO (methanol). Reaction conditions: time 30 minute. Yields the product C(C)OC1=CC=C(COC=2C=CC3=C(C=C(O3)C(C)O)C2)C=C1 (1-{5-[(4-ethoxybenzyl)oxy]-1-benzofuran-2-yl}ethanol). The yield is 41.0%. RXN SMILES: [CH2:1]([O:3][C:4]1[CH:23]=[CH:22][C:7]([CH2:8][O:9][C:10]2[CH:11]=[CH:12][C:13]3[O:17][C:16]([C:18](=[O:20])[CH3:19])=[CH:15][C:14]=3[CH:21]=2)=[CH:6][CH:5]=1)[CH3:2].[BH4-].[Na+].O>CO>[CH2:1]([O:3][C:4]1[CH:23]=[CH:22][C:7]([CH2:8][O:9][C:10]2[CH:11]=[CH:12][C:13]3[O:17][C:16]([CH:18]([OH:20])[CH3:19])=[CH:15][C:14]=3[CH:21]=2)=[CH:6][CH:5]=1)[CH3:2] |f:1.2|. Procedure: To a solution of the obtained 1-{5-[(4-ethoxybenzyl)oxy]-1-benzofuran-2-yl}ethanone (6.95 g) in methanol (50 mL) was added sodium borohydride (1.04 g, 27.4 mmol) by small portions, and the mixture was stirred at room temperature for 30 min. Water was added to the reaction mixture, and the solvent was evaporated. Ethyl acetate was added thereto, and the mixture was washed with water and saturated brine, and dried over anhydrous magnesium sulfate. The solvent was evaporated under reduced pressure,... Reactants: COc1ccc(CN)cc1, CN1CCCC1=O, Clc1cc(-n2cnc(Nc3ccccc3)n2)ccn1. Product: COc1ccc(CNc2cc(-n3cnc(Nc4ccccc4)n3)ccn2)cc1. As a reaction SMILES: [CH3:20][O:21][c:22]1[cH:23][cH:24][c:25]([CH2:26][NH2:27])[cH:28][cH:29]1.[CH3:30][N:31]1[CH2:32][CH2:33][CH2:34][C:35]1=[O:36].[Cl:1][c:2]1[n:3][cH:4][cH:5][c:6](-[n:8]2[n:9][c:10]([NH:13][c:14]3[cH:15][cH:16][cH:17][cH:18][cH:19]3)[n:11][cH:12]2)[cH:7]1>>[c:2]1([NH:27][CH2:26][c:25]2[cH:24][cH:23][c:22]([O:21][CH3:20])[cH:29][cH:28]2)[n:3][cH:4][cH:5][c:6](-[n:8]2[n:9][c:10]([NH:13][c:14]3[cH:15][cH:16][cH:17][cH:18][cH:19]3)[n:11][cH:12]2)[cH:7]1. Yields the product OC1=CC=C(C=C1)C=1SC2=C(N1)C=CC=C2 (2-(4-hydroxyphenyl)-benzothiazole). Starting materials: NC1=C(C=CC=C1)S (2-aminothiophenol), OC1=CC=C(C(=O)O)C=C1 (4-hydroxybenzoic acid), O=P12OP3(=O)OP(=O)(O1)OP(=O)(O2)O3 (phosphorus pentoxide), CS(=O)(=O)O (methanesulfonic acid). Isolated yield 104.2%. The solvent is C([O-])(O)=O.[Na+] (sodium bicarbonate). Procedure: A mixture of 3.7 g 2-aminothiophenol, 4.2 g 4-hydroxybenzoic acid, 4.5 g phosphorus pentoxide and 45 g methanesulfonic acid was stirred for one hour at room temperature and then heated at 90° C. for 10 hours. The reaction mixture was poured slowly into 750 ml 5% sodium bicarbonate solution. The solid which precipitated was collected and dried to give 7.0 g 2-(4-hydroxyphenyl)-benzothiazole. Reaction conditions: time 1 hour. RXN SMILES: [NH2:1][C:2]1[CH:7]=[CH:6][CH:5]=[CH:4][C:3]=1[SH:8].[OH:9][C:10]1[CH:18]=[CH:17][C:13]([C:14](O)=O)=[CH:12][CH:11]=1.O=P12OP3(OP(OP(O3)(O1)=O)(=O)O2)=O.CS(O)(=O)=O>C(=O)(O)[O-].[Na+]>[OH:9][C:10]1[CH:18]=[CH:17][C:13]([C:14]2[S:8][C:3]3[CH:4]=[CH:5][CH:6]=[CH:7][C:2]=3[N:1]=2)=[CH:12][CH:11]=1 |f:4.5|. Reactants: ClC=1C=NC=C(C1SC1=C(C=C(S1)C(=O)Cl)[N+](=O)[O-])Cl (5-[(3,5-dichloro-4-pyridyl)sulfanyl]-4-nitro-thiophene-2-carbonyl chloride), ClC1=C(N)C=CC=C1 (2-chloro-aniline). Product: ClC1=C(C=CC=C1)NC(=O)C=1SC(=C(C1)[N+](=O)[O-])SC1=C(C=NC=C1Cl)Cl (N-(2-chlorophenyl)-5-((3,5-dichloropyridin-4-yl)thio)-4-nitrothiophene-2-carboxamide), solid. Isolated yield 28.0%. RXN SMILES: [Cl:1][C:2]1[CH:3]=[N:4][CH:5]=[C:6]([Cl:20])[C:7]=1[S:8][C:9]1[S:13][C:12]([C:14](Cl)=[O:15])=[CH:11][C:10]=1[N+:17]([O-:19])=[O:18].[Cl:21][C:22]1[CH:28]=[CH:27][CH:26]=[CH:25][C:23]=1[NH2:24]>>[Cl:21][C:22]1[CH:28]=[CH:27][CH:26]=[CH:25][C:23]=1[NH:24][C:14]([C:12]1[S:13][C:9]([S:8][C:7]2[C:2]([Cl:1])=[CH:3][N:4]=[CH:5][C:6]=2[Cl:20])=[C:10]([N+:17]([O-:19])=[O:18])[CH:11]=1)=[O:15]. Procedure: Prepared according to the procedure described for example 50 from 5-[(3,5-dichloro-4-pyridyl)sulfanyl]-4-nitro-thiophene-2-carbonyl chloride (120 mg, 0.33 mmol) and 2-chloro-aniline (49 mg, 0.39 mmol). The title compound was obtained as a solid (42 mg, 28% yield). 1H NMR (400 MHz, d6-DMSO) δ: 10.53 (1H, s), 8.99 (2H, s), 8.61 (1H, s), 7.55 (1H, m), 7.47 (1H, m), 7.38 (2H, m), 7.32 (1H, m). MS m/z: 458.07, 460.05 [M+H]+. Reactants: O (water), C(=O)(O)C1=C(C=CC=C1)C1C2=CC=C(C=C2OC=2C=C(C(=CC12)N(C1=CC=CC=C1)C1=CC=CC=C1)OC)N(CC)CC (9-(2-carboxyphenyl)-2-diphenylamino-3-methoxy-6-diethylaminoxanthene), C([O-])([O-])=O.[K+].[K+] (potassium carbonate), S(=O)(=O)(OC)OC (dimethyl sulfate). Solvent: CN(C(C)=O)C (N,N-dimethylacetamide). Reaction conditions: time 1 hour. The product is 25.7, COC(=O)C1=C(C=CC=C1)C1C2=CC=C(C=C2OC=2C=C(C(=CC12)N(C1=CC=CC=C1)C1=CC=CC=C1)OC)N(CC)CC (9- ( 2-methoxycarbonylphenyl ) -2-diphenylamino-3-methoxy-6-diethylaminoxanthene). RXN SMILES: [C:1]([C:4]1[CH:9]=[CH:8][CH:7]=[CH:6][C:5]=1[CH:10]1[C:23]2[CH:22]=[C:21]([N:24]([C:31]3[CH:36]=[CH:35][CH:34]=[CH:33][CH:32]=3)[C:25]3[CH:30]=[CH:29][CH:28]=[CH:27][CH:26]=3)[C:20]([O:37][CH3:38])=[CH:19][C:18]=2[O:17][C:16]2[C:11]1=[CH:12][CH:13]=[C:14]([N:39]([CH2:42][CH3:43])[CH2:40][CH3:41])[CH:15]=2)([OH:3])=[O:2].[C:44](=O)([O-])[O-].[K+].[K+].S(OC)(OC)(=O)=O.O>CN(C)C(=O)C>[CH3:44][O:2][C:1]([C:4]1[CH:9]=[CH:8][CH:7]=[CH:6][C:5]=1[CH:10]1[C:23]2[CH:22]=[C:21]([N:24]([C:25]3[CH:30]=[CH:29][CH:28]=[CH:27][CH:26]=3)[C:31]3[CH:32]=[CH:33][CH:34]=[CH:35][CH:36]=3)[C:20]([O:37][CH3:38])=[CH:19][C:18]=2[O:17][C:16]2[C:11]1=[CH:12][CH:13]=[C:14]([N:39]([CH2:40][CH3:41])[CH2:42][CH3:43])[CH:15]=2)=[O:3] |f:1.2.3|. Procedure: The carboxylic acid thus obtained and 10 parts of potassium carbonate were mixed in 200 cc of N,N-dimethylacetamide, to which 6.5 parts of dimethyl sulfate was added dropwise at 45° C. followed by stirring at the same temperature for one hour. The resulting reaction mixture was poured into 2 λ of water. Then, the deposited crystals were filtered off and recrystallized with methanol-ethylacetate to obtain 25.7 parts of 9- ( 2-methoxycarbonylphenyl ) -2-diphenylamino-3-methoxy-6-diethylaminoxanthe... As a reaction SMILES: C(O[CH:5]1[O:30][C@H:29]([CH2:31][O:32][CH2:33][C:34]2[CH:39]=[CH:38][CH:37]=[CH:36][CH:35]=2)[C@H:24]([O:25][C:26](=[O:28])[CH3:27])[C@H:15]([O:16][CH2:17][C:18]2[CH:23]=[CH:22][CH:21]=[CH:20][CH:19]=2)[C@H:6]1[O:7][CH2:8][C:9]1[CH:14]=[CH:13][CH:12]=[CH:11][CH:10]=1)(=O)C.[ClH:40]>CCOCC>[C:26]([O:25][C@H:24]1[C@@H:29]([CH2:31][O:32][CH2:33][C:34]2[CH:35]=[CH:36][CH:37]=[CH:38][CH:39]=2)[O:30][C@H:5]([Cl:40])[C@H:6]([O:7][CH2:8][C:9]2[CH:14]=[CH:13][CH:12]=[CH:11][CH:10]=2)[C@H:15]1[O:16][CH2:17][C:18]1[CH:19]=[CH:20][CH:21]=[CH:22][CH:23]=1)(=[O:28])[CH3:27]. Run at time 48 hour. Product: C(C)(=O)O[C@@H]1[C@@H]([C@H]([C@H](O[C@@H]1COCC1=CC=CC=C1)Cl)OCC1=CC=CC=C1)OCC1=CC=CC=C1 (4-O-acetyl-2,3,6-tri-O-benzyl-α-D-galactopyranosyl chloride). Procedure details: A solution of 1,4-di-O-acetyl-2,3,6-tri-O-benzyl-D-galactopyranose (4.64 g, 8.67 mmol) in ether (10 mL) is treated with ethereal hydrogen chloride (0.2 g/mL, 25 mL). The mixture is stirred at room temperature during 48 h. The solvents are evaporated under reduced pressure so as to afford an oil. Flash chromatography on silica gel and elution with a graded mixture of carbon tetrachloride and ethyl acetate will afford 4-O-acetyl-2,3,6-tri-O-benzyl-α-D-galactopyranosyl chloride as an oil. The solvent is CCOCC (ether). Starting materials: C(C)(=O)OC1[C@H](OCC2=CC=CC=C2)[C@@H](OCC2=CC=CC=C2)[C@@H](OC(C)=O)[C@H](O1)COCC1=CC=CC=C1 (1,4-di-O-acetyl-2,3,6-tri-O-benzyl-D-galactopyranose), Cl (hydrogen chloride). Starting materials: C(C)(=O)C1=CC2=C(S(C3=C(CC2)C=CC(=C3)C(=O)OC)(=O)=O)C=C1 (Methyl 2-acetyl-5,5-dioxo-10,11-dihydrodibenzo[b,f]thiepin-7-carboxylate), CN(C)[Al](C)C (N,N-dimethylamino dimethyl aluminum). Run in C1(=CC=CC=C1)C (toluene), C1(=CC=CC=C1)C (toluene). Run at temperature 70 celsius. Product: CN(C(=O)C1=CC2=C(CCC3=C(S2(=O)=O)C=CC(=C3)C(C)=O)C=C1)C (N,N-Dimethyl 2-acetyl-5,5-dioxo-10,11-dihydrodibenzo[b,f]thiepin-7-carboxamide). As a reaction SMILES: [C:1]([C:4]1[CH:24]=[CH:23][C:7]2[S:8](=[O:22])(=[O:21])[C:9]3[CH:16]=[C:15]([C:17](OC)=[O:18])[CH:14]=[CH:13][C:10]=3[CH2:11][CH2:12][C:6]=2[CH:5]=1)(=[O:3])[CH3:2].[CH3:25][N:26]([Al](C)C)[CH3:27]>C1(C)C=CC=CC=1>[CH3:25][N:26]([CH3:27])[C:17]([C:15]1[CH:14]=[CH:13][C:10]2[CH2:11][CH2:12][C:6]3[CH:5]=[C:4]([C:1](=[O:3])[CH3:2])[CH:24]=[CH:23][C:7]=3[S:8](=[O:22])(=[O:21])[C:9]=2[CH:16]=1)=[O:18]. Reported procedure: To a solution of the ester from Step 1 (440 mg, 1.28 mmol) in dry toluene (5 mL) was added dropwise at room temperature a solution of N,N-dimethylamino dimethyl aluminum 0.8M in toluene (16 mL, 12.8 mmol). The resulting solution was heated to 70° C. for 2 hours. The reaction mixture was then cooled to 0° C. and quenched with excess ethyl acetate followed by addition of lN aqueous HCl. The solvents were removed under reduced pressure and the resulting solid was filtered, washed with ethyl acetate...